From a dataset of the Open Reaction Database (ORD), a public repository of structured organic reaction records. describe an organic reaction: reactants, conditions, products, and yield Isolated yield 36.8%. The solvent is CCO (EtOH). Reported procedure: To a solution of (2S,3aS,6aS)-1-(9H-fluoren-9-yl)methyl 2-benzylhexahydrocyclopenta[b]pyrrole-1,2(2H)-dicarboxylate (1.68 g, 3.6 mmol) in EtOH 95% (15 ml) was added Palladium on carbon 10% (0.2 g, 0.18 mmol) and cyclohexene (3.5 ml, 36 mmol). The resulting mixture was refluxed for 7 h. The solvent was evaporated and the crude was diluted with CH2Cl2 (20 ml). The suspension was filtered on celite the organic phase was evaporated under vacuum. The residue was purified by flash chromatography (CH2C... The reactants are C(C1=CC=CC=C1)[C@@]1(C[C@H]2[C@@H](N1C(=O)OCC1C3=CC=CC=C3C=3C=CC=CC13)CCC2)C(=O)[O-] ((2S,3aS,6aS)-1-(9H-fluoren-9-yl)methyl 2-benzylhexahydrocyclopenta[b]pyrrole-1,2(2H)-dicarboxylate), C1=CCCCC1 (cyclohexene). Yields the product C1=CC=CC=2C3=CC=CC=C3C(C12)COC(=O)N1[C@@H]2[C@H](C[C@H]1C(=O)O)CCC2 ((2S,3aS,6aS)-1-(((9H-fluoren-9-yl)methoxy)carbonyl)octahydrocyclopenta[b]pyrrole-2-carboxylic acid). Reaction SMILES: C([C@@:8]1([C:33]([O-:35])=[O:34])[N:12]([C:13]([O:15][CH2:16][CH:17]2[C:29]3[CH:28]=[CH:27][CH:26]=[CH:25][C:24]=3[C:23]3[C:18]2=[CH:19][CH:20]=[CH:21][CH:22]=3)=[O:14])[C@H:11]2[CH2:30][CH2:31][CH2:32][C@H:10]2[CH2:9]1)C1C=CC=CC=1.C1CCCCC=1>CCO.[Pd]>[CH:28]1[C:29]2[CH:17]([CH2:16][O:15][C:13]([N:12]3[C@H:8]([C:33]([OH:35])=[O:34])[CH2:9][C@@H:10]4[CH2:32][CH2:31][CH2:30][C@H:11]34)=[O:14])[C:18]3[C:23](=[CH:22][CH:21]=[CH:20][CH:19]=3)[C:24]=2[CH:25]=[CH:26][CH:27]=1. Reagents/catalysts: [Pd] (Palladium on carbon). Starting materials: C(#N)C1=CC=C(CN2C=NC=C2CO)C=C1 (1-(4-cyanobenzyl)-5-(hydroxymethyl)imidazole), S(=O)(Cl)Cl (thionyl chloride). The product is C(#N)C1=CC=C(CN2C=NC=C2CCl)C=C1 (1-(4-Cyanobenzyl)-5-(chloromethyl)imidazole). Reaction SMILES: [C:1]([C:3]1[CH:16]=[CH:15][C:6]([CH2:7][N:8]2[C:12]([CH2:13]O)=[CH:11][N:10]=[CH:9]2)=[CH:5][CH:4]=1)#[N:2].S(Cl)([Cl:19])=O>>[C:1]([C:3]1[CH:16]=[CH:15][C:6]([CH2:7][N:8]2[C:12]([CH2:13][Cl:19])=[CH:11][N:10]=[CH:9]2)=[CH:5][CH:4]=1)#[N:2]. Procedure: A solution of 1-(4-cyanobenzyl)-5-(hydroxymethyl)imidazole (1.00 g, 4.70 mmol), in thionyl chloride (5 mL), was stirred at 70° C. for 16 hours. The solvent was evaporated in vacuo and the resulting solid suspended in CH2Cl2, collected by filtration and dried in vacuo. The material was sufficiently pure for use in the next step without further purification. Reactants: C=O, O=CO, CS(=N)(=O)c1ccc([N+](=O)[O-])cc1. Yields the product CN=S(C)(=O)c1ccc([N+](=O)[O-])cc1. Reaction SMILES: [CH2:14]=[O:15].[CH:16]([OH:17])=[O:18].[N+:1](=[O:2])([O-:3])[c:4]1[cH:5][cH:6][c:7]([S:10](=[O:11])(=[NH:12])[CH3:13])[cH:8][cH:9]1>>[N+:1](=[O:2])([O-:3])[c:4]1[cH:5][cH:6][c:7]([S:10](=[O:11])(=[N:12][CH3:14])[CH3:13])[cH:8][cH:9]1. Starting materials: [BH4-], CCOC(C)=O, CCO, [Na+], O, O=S1CCCC=C1c1cccnc1. Product: O=S1CCCCC1c1cccnc1. RXN SMILES: [BH4-:14].[CH3:17][CH2:18][O:19][C:20](=[O:21])[CH3:22].[CH3:23][CH2:24][OH:25].[Na+:15].[OH2:16].[n:1]1[cH:2][c:3]([C:7]2=[CH:8][CH2:9][CH2:10][CH2:11][S:12]2=[O:13])[cH:4][cH:5][cH:6]1>>[n:1]1[cH:2][c:3]([CH:7]2[CH2:8][CH2:9][CH2:10][CH2:11][S:12]2=[O:13])[cH:4][cH:5][cH:6]1. Product: COc1cccc(OCC(=O)CCc2ccccc2)c1. As a reaction SMILES: [Br:1][CH2:2][C:3]([CH2:4][CH2:5][c:6]1[cH:7][cH:8][cH:9][cH:10][cH:11]1)=[O:12].[C:22](=[O:23])([O-:24])[O-:25].[CH3:13][O:14][c:15]1[cH:16][cH:17][cH:18][c:19]([OH:20])[cH:21]1.[Cs+:26].[Cs+:27].[O:28]=[CH:29][N:30]([CH3:31])[CH3:32]>>[CH2:2]([C:3]([CH2:4][CH2:5][c:6]1[cH:7][cH:8][cH:9][cH:10][cH:11]1)=[O:12])[O:20][c:19]1[cH:18][cH:17][cH:16][c:15]([O:14][CH3:13])[cH:21]1. Starting materials: O=C(CBr)CCc1ccccc1, O=C([O-])[O-], COc1cccc(O)c1, [Cs+], [Cs+], CN(C)C=O. Reactants: N1(CCNCC1)C1=NC=CC=C1CO ((2-Piperazin-1-ylpyridin-3-yl)methanol), ClC1=NC2=C(N1)C=C(C=C2Cl)C(F)(F)F (2,4-dichloro-6-trifluoromethyl-1H-benzoimidazole). Reaction SMILES: [N:1]1([C:7]2[C:12]([CH2:13][OH:14])=[CH:11][CH:10]=[CH:9][N:8]=2)[CH2:6][CH2:5][NH:4][CH2:3][CH2:2]1.Cl[C:16]1[NH:20][C:19]2[CH:21]=[C:22]([C:26]([F:29])([F:28])[F:27])[CH:23]=[C:24]([Cl:25])[C:18]=2[N:17]=1>>[Cl:25][C:24]1[C:18]2[NH:17][C:16]([N:4]3[CH2:3][CH2:2][N:1]([C:7]4[C:12]([CH2:13][OH:14])=[CH:11][CH:10]=[CH:9][N:8]=4)[CH2:6][CH2:5]3)=[N:20][C:19]=2[CH:21]=[C:22]([C:26]([F:29])([F:28])[F:27])[CH:23]=1. Reported procedure: The piperazine from step (a) above (97 mg, 0.5 mmol) reacted with 2,4-dichloro-6-trifluoromethyl-1H-benzoimidazole (85 mg, 0.33 mmol, Example 5b) under the conditions of Example 3c to give the title compound as a white solid. M.p. 252° C. MS (ESI, pos. ion) m/z: 412 (M+1). Yields the product ClC1=CC(=CC2=C1NC(=N2)N2CCN(CC2)C2=NC=CC=C2CO)C(F)(F)F ((2-{4-[7-Chloro-5-(trifluoromethyl)-1H-benzimidazol-2-yl]piperazin-1-yl}pyridin-3-yl)methanol). Reactants: BrC=1C(=NC=C(C(=O)NC2=CC=C(C=C2)OC(F)(F)F)C1)N(CCO)CC (5-bromo-6-(ethyl(2-hydroxyethyl)amino)-N-(4-(trifluoromethoxy)phenyl)nicotinamide), CC1(OB(OC1(C)C)C=1C=NC=C(C#N)C1)C (5-(4,4,5,5-tetramethyl-1,3,2-dioxaborolan-2-yl)nicotinonitrile). Product: C(#N)C=1C=C(C=NC1)C=1C(=NC=C(C1)C(=O)NC1=CC=C(C=C1)OC(F)(F)F)N(CCO)CC (5′-Cyano-2-(ethyl(2-hydroxyethyl)amino)-N-(4-(trifluoromethoxy)phenyl)-[3,3′-bipyridine]-5-carboxamide). Reaction SMILES: Br[C:2]1[C:3]([N:22]([CH2:26][CH3:27])[CH2:23][CH2:24][OH:25])=[N:4][CH:5]=[C:6]([CH:21]=1)[C:7]([NH:9][C:10]1[CH:15]=[CH:14][C:13]([O:16][C:17]([F:20])([F:19])[F:18])=[CH:12][CH:11]=1)=[O:8].CC1(C)C(C)(C)OB([C:36]2[CH:37]=[N:38][CH:39]=[C:40]([CH:43]=2)[C:41]#[N:42])O1>>[C:41]([C:40]1[CH:43]=[C:36]([C:2]2[C:3]([N:22]([CH2:26][CH3:27])[CH2:23][CH2:24][OH:25])=[N:4][CH:5]=[C:6]([C:7]([NH:9][C:10]3[CH:15]=[CH:14][C:13]([O:16][C:17]([F:20])([F:19])[F:18])=[CH:12][CH:11]=3)=[O:8])[CH:21]=2)[CH:37]=[N:38][CH:39]=1)#[N:42]. Procedure: The title compound was prepared in an analogous fashion to that described in Example 151 using 5-bromo-6-(ethyl(2-hydroxyethyl)amino)-N-(4-(trifluoromethoxy)phenyl)nicotinamide (Stage 156.1) and 5-(4,4,5,5-tetramethyl-1,3,2-dioxaborolan-2-yl)nicotinonitrile to afford a white solid. UPLC-MS (Condition 3) tR=1.05 min, m/z=472.2 [M+H]+, m/z=470.3 [M−H]−; 1H-NMR (400 MHz, DMSO-d6) δ ppm 0.90 (t, J=6.97 Hz, 3H) 3.14 (q, J=7.01 Hz, 2H) 3.32-3.41 (m, 2H) 3.49 (q, J=5.71 Hz, 2H) 4.62 (t, J=5.26 Hz, 1H) ...